Dataset: the Open Reaction Database (ORD), a public repository of structured organic reaction records. Task: describe an organic reaction: reactants, conditions, products, and yield The reactants are BrC1=CC=C(C=C1)SCC (1-Bromo-4-(ethylthio)benzene), [Mg] (magnesium), BrCCBr (1,2-Dibromoethane), BrC1=CC=C(C=C1)SCC (1-bromo-4-(ethylthio)benzene). Run in C1CCOC1 (THF), C1CCOC1 (THF), C1CCOC1 (THF). Reaction conditions: temperature 50 celsius, time 90 minute. The product is solution, C(C)SC1=CC=C(C=C1)[Mg]Br (4-(ethylthio)phenylmagnesium bromide). As a reaction SMILES: Br[C:2]1[CH:7]=[CH:6][C:5]([S:8][CH2:9][CH3:10])=[CH:4][CH:3]=1.[Mg:11].[Br:12]CCBr>C1COCC1>[CH2:9]([S:8][C:5]1[CH:6]=[CH:7][C:2]([Mg:11][Br:12])=[CH:3][CH:4]=1)[CH3:10]. Procedure details: 1-Bromo-4-(ethylthio)benzene (0.5 g, 2.3 mmol) was added to a stirred mixture of magnesium turnings (1.96 g, 82 mmol) in THF (10 mL). 1,2-Dibromoethane (30 μL) was then added and the mixture was heated at reflux to initiate the reaction. A solution of 1-bromo-4-(ethylthio)benzene (18.2 g, 84 mmol) in THF (60 mL) was added at such a rate to maintain the reaction mixture at gentle reflux. The reaction mixture was then stirred at 50° C. for 90 min and cooled to ambient temp to give a 1.16M solution... Procedure: To a solution of 2-(2-ethylbenzoimidazol-1-yl)-9-methyl-6-morpholin-4-yl-8-piperidin-4-yl-9H-purine hydrochloride (396 mg, 0.89 mmol) in THF (3 mL) and H2O (4 mL) was added 1M HCl to give pH 4 followed by NaCN (261 mg, 5.32 mmol) and propan-2-one (590 μL, 7.98 mmol). The resulting mixture was allowed to stir at r.t. for 16 h then partitioned between H2O and DCM. The organic phase was dried (phase separator) and concentrated in vacuo. The resulting residue was triturated with Et2O and the solid c... Reactants: Cl.C(C)C1=NC2=C(N1C1=NC(=C3N=C(N(C3=N1)C)C1CCNCC1)N1CCOCC1)C=CC=C2 (2-(2-ethylbenzoimidazol-1-yl)-9-methyl-6-morpholin-4-yl-8-piperidin-4-yl-9H-purine hydrochloride), Cl (HCl), C1CCOC1 (THF), CC(C)=O (propan-2-one), [C-]#N.[Na+] (NaCN). Solvent: O (H2O). Yield: 69.0%. Reaction conditions: time 16 hour. Product: C(C)C1=NC2=C(N1C1=NC(=C3N=C(N(C3=N1)C)C1CCN(CC1)C(C#N)(C)C)N1CCOCC1)C=CC=C2 (2-{4-[2-(2-Ethylbenzoimidazol-1-yl)-9-methyl-6-morpholin-4-yl-9H-purin-8-yl]piperidin-1-yl}-2-methylpropionitrile). Reaction SMILES: Cl.[CH2:2]([C:4]1[N:8]([C:9]2[N:17]=[C:16]3[C:12]([N:13]=[C:14]([CH:19]4[CH2:24][CH2:23][NH:22][CH2:21][CH2:20]4)[N:15]3[CH3:18])=[C:11]([N:25]3[CH2:30][CH2:29][O:28][CH2:27][CH2:26]3)[N:10]=2)[C:7]2[CH:31]=[CH:32][CH:33]=[CH:34][C:6]=2[N:5]=1)[CH3:3].Cl.[C-:36]#[N:37].[Na+].CC(=O)C.[CH2:43]1[CH2:47]OC[CH2:44]1>O>[CH2:2]([C:4]1[N:8]([C:9]2[N:17]=[C:16]3[C:12]([N:13]=[C:14]([CH:19]4[CH2:20][CH2:21][N:22]([C:43]([CH3:44])([CH3:47])[C:36]#[N:37])[CH2:23][CH2:24]4)[N:15]3[CH3:18])=[C:11]([N:25]3[CH2:26][CH2:27][O:28][CH2:29][CH2:30]3)[N:10]=2)[C:7]2[CH:31]=[CH:32][CH:33]=[CH:34][C:6]=2[N:5]=1)[CH3:3] |f:0.1,3.4|. The reactants are [Cl-].[Al+3].[Cl-].[Cl-] (Aluminum chloride), ClC1=CC2=C(OC3=C([C@@H]4[C@@H]2C(N(C4)C)=O)C=CC=C3)C=C1 (trans-11-chloro-2,3,3a,12b-tetrahydro-2-methyl-1H-dibenz[2,3:6,7]oxepino[4,5-c]pyrrol-1-one), [OH-].[Na+] (sodium hydroxide), solution, [H-].[Al+3].[Li+].[H-].[H-].[H-] (lithium aluminum hydride). The solvent is O1CCCC1 (tetrahydrofuran), O1CCCC1 (Tetrahydrofuran), O1CCCC1 (tetrahydrofuran), O (water), C1(=CC=CC=C1)C (toluene), O1CCCC1 (tetrahydrofuran). Reaction conditions: temperature 0 celsius, time 1 hour. The product is ClC=1C=CC2=C([C@@H]3[C@H](CN(C3)C)C3=C(O2)C=CC=C3)C1 (trans-5-chloro-2,3,3a,12b-tetrahydro-2-methyl-1H-dibenz[2,3:6,7]-oxepino[4,5-c]pyrrole). The yield is 98.6%. Reaction SMILES: [Cl-].[Al+3].[Cl-].[Cl-].[H-].[Al+3].[Li+].[H-].[H-].[H-].[Cl:11][C:12]1[CH:31]=[CH:30][C:15]2[O:16][C:17]3[CH:29]=[CH:28][CH:27]=[CH:26][C:18]=3[C@H:19]3[CH2:23][N:22]([CH3:24])[C:21](=O)[C@@H:20]3[C:14]=2[CH:13]=1.[OH-].[Na+]>O1CCCC1.O.C1(C)C=CC=CC=1>[Cl:11][C:12]1[CH:31]=[CH:30][C:15]2[O:16][C:17]3[CH:29]=[CH:28][CH:27]=[CH:26][C:18]=3[C@H:19]3[CH2:23][N:22]([CH3:24])[CH2:21][C@@H:20]3[C:14]=2[CH:13]=1 |f:0.1.2.3,4.5.6.7.8.9,11.12|. Procedure details: Aluminum chloride (6.9 kg) is added in portions to tetrahydrofuran (100 L) at 0° C. Stirring is continued and a 10% solution of lithium aluminum hydride in tetrahydrofuran (35.0 L) is added keeping the temperature below 10° C. The mixture is cooled to 0° C. and stirred for 15 minutes. A solution of trans-11-chloro-2,3,3a,12b-tetrahydro-2-methyl-1H-dibenz[2,3:6,7]oxepino[4,5-c]pyrrol-1-one (IV) (10.0 kg) in tetrahydrofuran (100 L) is added to the mixture while keeping the temperature below 15° C.... Starting materials: CC1(OCC2=C(O1)C=CC(=C2)[C@H](CNCCC2=CC=C(OCCOCC=1C=C(C=CC1)NC(=O)N)C=C2)O)C (N-[3-({2-[4-(2-{[(2R)-2-(2,2-Dimethyl-4H-1,3-benzodioxin-6-yl)-2-hydroxyethyl]amino}ethyl)phenoxy]ethoxy}methyl)phenyl]urea). Solvent: C(C)(=O)O (acetic acid), O (water). The product is C(C)(=O)O.O[C@@H](CNCCC1=CC=C(OCCOCC=2C=C(C=CC2)NC(=O)N)C=C1)C1=CC(=C(C=C1)O)CO (N-[3-[(2-{4-[2-({(2R)-2-Hydroxy-2-[4-hydroxy-3-(hydroxymethyl)phenyl]ethyl}amino)ethyl]phenoxy}ethoxy)methyl]phenyl}urea acetate). Yield: 208.9%. RXN SMILES: [CH3:1][C:2]1(C)[O:7][C:6]2[CH:8]=[CH:9][C:10]([C@@H:12]([OH:38])[CH2:13][NH:14][CH2:15][CH2:16][C:17]3[CH:37]=[CH:36][C:20]([O:21][CH2:22][CH2:23][O:24][CH2:25][C:26]4[CH:27]=[C:28]([NH:32][C:33]([NH2:35])=[O:34])[CH:29]=[CH:30][CH:31]=4)=[CH:19][CH:18]=3)=[CH:11][C:5]=2[CH2:4][O:3]1>C(O)(=O)C.O>[C:2]([OH:7])(=[O:3])[CH3:1].[OH:38][C@H:12]([C:10]1[CH:9]=[CH:8][C:6]([OH:7])=[C:5]([CH2:4][OH:3])[CH:11]=1)[CH2:13][NH:14][CH2:15][CH2:16][C:17]1[CH:37]=[CH:36][C:20]([O:21][CH2:22][CH2:23][O:24][CH2:25][C:26]2[CH:27]=[C:28]([NH:32][C:33]([NH2:35])=[O:34])[CH:29]=[CH:30][CH:31]=2)=[CH:19][CH:18]=1 |f:3.4|. Reported procedure: N-[3-({2-[4-(2-{[(2R)-2-(2,2-Dimethyl-4H-1,3-benzodioxin-6-yl)-2-hydroxyethyl]amino}ethyl)phenoxy]ethoxy}methyl)phenyl]urea (12 mg) in acetic acid (1.5 mL) and water (0.5 mL) was heated at 75° C. for 0.5 h. The solution was then concentrated in vacuo and azeotroped with MeOH to give the title compound (13 mg). LCMS RT=2.18 min. ES+ve 496 (MH)+